This data is from the Open Reaction Database (ORD), a public repository of structured organic reaction records. The task is: describe an organic reaction: reactants, conditions, products, and yield The reactants are [OH-].[Li+] (lithium hydroxide), FC1=C(C=CC(=C1)F)C1=CC=C(C=C1)C(=O)OCC (ethyl 2′,4′-difluorobiphenyl-4-carboxylate), Cl (hydrochloric acid). Solvent: C1CCOC1.O (THF water). Reaction conditions: time 8 hour. The product is FC1=C(C=CC(=C1)F)C1=CC=C(C=C1)C(=O)O (2′,4′-Difluorobiphenyl-4-carboxylic acid). As a reaction SMILES: [OH-].[Li+].[F:3][C:4]1[CH:9]=[C:8]([F:10])[CH:7]=[CH:6][C:5]=1[C:11]1[CH:16]=[CH:15][C:14]([C:17]([O:19]CC)=[O:18])=[CH:13][CH:12]=1.Cl>C1COCC1.O>[F:3][C:4]1[CH:9]=[C:8]([F:10])[CH:7]=[CH:6][C:5]=1[C:11]1[CH:16]=[CH:15][C:14]([C:17]([OH:19])=[O:18])=[CH:13][CH:12]=1 |f:0.1,4.5|. Procedure details: 0.098 ml of 1 N lithium hydroxide solution was added to a solution of 0.051 g of ethyl 2′,4′-difluorobiphenyl-4-carboxylate in 1 ml THF/water (1:1), and the mixture was stirred at room temperature overnight. 5% hydrochloric acid was used to neutralize the solution, which was concentrated in vacuo, and the residue was purified by preparative HPLC. Reactants: [Al+3], CCOC(=O)CC1(c2cc(C)cc(C)c2)CCN(Cc2ccccc2)CC1, CCOCC, ClCCl, [H-], [H-], [H-], [H-], [Li+], [Na+], [OH-], O. Product: Cc1cc(C)cc(C2(CCO)CCN(Cc3ccccc3)CC2)c1. RXN SMILES: [Al+3:29].[CH2:1]([c:2]1[cH:3][cH:4][cH:5][cH:6][cH:7]1)[N:8]1[CH2:9][CH2:10][C:11]([c:14]2[cH:15][c:16]([CH3:21])[cH:17][c:18]([CH3:20])[cH:19]2)([CH2:22][C:23](=[O:24])[O:25][CH2:26][CH3:27])[CH2:12][CH2:13]1.[CH3:37][CH2:38][O:39][CH2:40][CH3:41].[Cl:42][CH2:43][Cl:44].[H-:28].[H-:31].[H-:32].[H-:33].[Li+:30].[Na+:36].[OH-:35].[OH2:34]>>[CH2:1]([c:2]1[cH:3][cH:4][cH:5][cH:6][cH:7]1)[N:8]1[CH2:9][CH2:10][C:11]([c:14]2[cH:15][c:16]([CH3:21])[cH:17][c:18]([CH3:20])[cH:19]2)([CH2:22][CH2:23][OH:24])[CH2:12][CH2:13]1. Reactants: FC=1C=C(C=CC1O)C(CC)=O (1-(3-fluoro-4-hydroxyphenyl)propan-1-one), ClCCOC1=CC=C(C=C1)C(=O)C1=CC=C(C=C1)O ((4-(2-chloroethoxy)phenyl)(4-hydroxyphenyl)methanone). Yields the product ClCCOC1=CC=C(C=C1)C(=C(CC)C1=CC(=C(C=C1)O)F)C1=CC=C(C=C1)O (4-(1-(4-(2-chloroethoxy)phenyl)-1-(4-hydroxyphenyl)but-1-en-2-yl)-2-fluorophenol). Yield: 87.5%. RXN SMILES: [F:1][C:2]1[CH:3]=[C:4]([C:9](=O)[CH2:10][CH3:11])[CH:5]=[CH:6][C:7]=1[OH:8].[Cl:13][CH2:14][CH2:15][O:16][C:17]1[CH:22]=[CH:21][C:20]([C:23]([C:25]2[CH:30]=[CH:29][C:28]([OH:31])=[CH:27][CH:26]=2)=O)=[CH:19][CH:18]=1>>[Cl:13][CH2:14][CH2:15][O:16][C:17]1[CH:22]=[CH:21][C:20]([C:23]([C:25]2[CH:30]=[CH:29][C:28]([OH:31])=[CH:27][CH:26]=2)=[C:9]([C:4]2[CH:5]=[CH:6][C:7]([OH:8])=[C:2]([F:1])[CH:3]=2)[CH2:10][CH3:11])=[CH:19][CH:18]=1. Reported procedure: Following general procedure of McMurry reaction as described in example 1, step B, 1-(3-fluoro-4-hydroxyphenyl)propan-1-one (255 mg, 1.52 mmol) was reacted with (4-(2-chloroethoxy)phenyl)(4-hydroxyphenyl)methanone (629 mg, 2.27 mmol) to give 549 mg desired product (88% yield). Reactants: O=Cc1occc1Br, CC(=O)O[BH-](OC(C)=O)OC(C)=O, C1CCNC1, CCOC(C)=O, ClCCl, [Na+]. Yields the product Brc1ccoc1CN1CCCC1. RXN SMILES: [Br:1][c:2]1[c:3]([CH:7]=[O:8])[o:4][cH:5][cH:6]1.[C:17]([O:18][BH-:19]([O:20][C:21](=[O:22])[CH3:23])[O:24][C:25](=[O:26])[CH3:27])(=[O:28])[CH3:29].[CH2:9]1[CH2:10][CH2:11][NH:12][CH2:13]1.[CH3:31][CH2:32][O:33][C:34]([CH3:35])=[O:36].[Cl:14][CH2:15][Cl:16].[Na+:30]>>[Br:1][c:2]1[c:3]([CH2:7][N:12]2[CH2:11][CH2:10][CH2:9][CH2:13]2)[o:4][cH:5][cH:6]1.